From a dataset of the Open Reaction Database (ORD), a public repository of structured organic reaction records. describe an organic reaction: reactants, conditions, products, and yield The product is FC1=C(C=CC=C1F)CSC1=NC(=CC(=N1)NS(=O)(=O)C)O[C@H](C)[C@@H]1OC(OC1)(C)C (N-[2-[[(2,3-difluorophenyl)methyl]thio]-6-[(1R)-1-[(4R)-2,2-dimethyl-1,3-dioxolan-4-yl]ethoxy]-4-pyrimidinyl]-methanesulfonamide). Reported procedure: A mixture of methanesulfonamide (0.11 g), tris(dibenzylideneacetone)dipalladium (0) (26 mg), 2-dicyclohexylphosphino-2′,4′,6′-tri-isopropyl-1,1′-biphenyl (XPHOS) (14 mg), cesium carbonate (0.14 g) and 4-chloro-2-[[(2,3-difluorophenyl)-methyl]thio]-6-[(2-phenyl-1,3-dioxan-5-yl)oxy]-pyrimidine (the subtitle product of example 46 step v) (0.12 g) in dioxane (6 mL) was heated at reflux in a microwave at 100° C., 300 W, open vessel with cooling for 15 min. Saturated aqueous ammonium chloride was adde... As a reaction SMILES: [CH3:1][S:2]([NH2:5])(=[O:4])=[O:3].[CH:6]1(P(C2CCCCC2)C2C=CC=CC=2C2C(C(C)C)=CC(C(C)C)=CC=2C(C)C)CCCCC1.C(=O)([O-])[O-].[Cs+].[Cs+].Cl[C:47]1[CH:52]=[C:51]([O:53][CH:54]2COC(C3C=CC=CC=3)O[CH2:55]2)[N:50]=[C:49]([S:66][CH2:67][C:68]2[CH:73]=[CH:72][CH:71]=[C:70]([F:74])[C:69]=2[F:75])[N:48]=1.[O:76]1[CH2:81][CH2:80][O:79][CH2:78][CH2:77]1>C1C=CC(/C=C/C(/C=C/C2C=CC=CC=2)=O)=CC=1.C1C=CC(/C=C/C(/C=C/C2C=CC=CC=2)=O)=CC=1.C1C=CC(/C=C/C(/C=C/C2C=CC=CC=2)=O)=CC=1.[Pd].[Pd]>[F:75][C:69]1[C:70]([F:74])=[CH:71][CH:72]=[CH:73][C:68]=1[CH2:67][S:66][C:49]1[N:48]=[C:47]([NH:5][S:2]([CH3:1])(=[O:4])=[O:3])[CH:52]=[C:51]([O:53][C@@H:54]([C@H:81]2[CH2:80][O:79][C:78]([CH3:77])([CH3:6])[O:76]2)[CH3:55])[N:50]=1 |f:2.3.4,7.8.9.10.11|. Starting materials: CS(=O)(=O)N (methanesulfonamide), C1(CCCCC1)P(C1=C(C=CC=C1)C1=C(C=C(C=C1C(C)C)C(C)C)C(C)C)C1CCCCC1 (2-dicyclohexylphosphino-2′,4′,6′-tri-isopropyl-1,1′-biphenyl), C([O-])([O-])=O.[Cs+].[Cs+] (cesium carbonate), ClC1=NC(=NC(=C1)OC1COC(OC1)C1=CC=CC=C1)SCC1=C(C(=CC=C1)F)F (4-chloro-2-[[(2,3-difluorophenyl)-methyl]thio]-6-[(2-phenyl-1,3-dioxan-5-yl)oxy]-pyrimidine), O1CCOCC1 (dioxane). The reagents and catalysts are C=1C=CC(=CC1)/C=C/C(=O)/C=C/C2=CC=CC=C2.C=1C=CC(=CC1)/C=C/C(=O)/C=C/C2=CC=CC=C2.C=1C=CC(=CC1)/C=C/C(=O)/C=C/C2=CC=CC=C2.[Pd].[Pd] (tris(dibenzylideneacetone)dipalladium). Reactants: C[C@@H]1CC[C@H]2[C@H]([C@H](O[C@H]3[C@@]24[C@H]1CCC(O3)(OO4)C)O)C (dihydroartemisinin), FC(CO)(F)F (2,2,2-trifluoroethanol), B(F)(F)F (boron trifluoride). Run in C(C)OCC (diethyl ether). Conditions: time 6 hour. The product is 10β-[(2′,2′,2′-trifluoroethyl)oxy]dihydroartemisinin, C[C@@H]1CC[C@H]2C(=CO[C@H]3[C@@]24[C@H]1CC[C@](O3)(OO4)C)C (9,10-anhydrodehydroartemisinin). Yield: 33.3%. Reaction SMILES: [CH3:1][C@H:2]1[C@@H:11]2[CH2:12][CH2:13][C:14]3([CH3:18])[O:16][O:17][C@:10]42[C@H:5]([C@@H:6]([CH3:20])[C@@H:7](O)[O:8][C@@H:9]4[O:15]3)[CH2:4][CH2:3]1.FC(F)(F)CO.B(F)(F)F>C(OCC)C>[CH3:1][C@H:2]1[C@@H:11]2[CH2:12][CH2:13][C@@:14]3([CH3:18])[O:16][O:17][C@:10]42[C@H:5]([C:6]([CH3:20])=[CH:7][O:8][C@@H:9]4[O:15]3)[CH2:4][CH2:3]1. Reported procedure: To a solution of dihydroartemisinin (426 mg, 1.50 mmol) and 2,2,2-trifluoroethanol (220 μl, 3.00 mmol) in diethyl ether (30 ml) at room temperature under nitrogen was added boron trifluoride dietherate (3 drops). The mixture was stirred at room temperature for 6 hours. The reaction was quenched with saturated NaHCO3 solution, dried (MgSO4) and concentrated in vacuo. Flash chromatography (SiO2: 8% ethyl acetate/hexanes) gave 10β-[(2′,2′,2′-trifluoroethyl)oxy]dihydroartemisinin (157 mg, 29%) and 9... Starting materials: ClC=1C=CC(=NC1)C#CC1=CC=CC=C1 (5-chloro-2-phenylethynylpyridine), C(C)(C)(C)OC(=O)NOS(=O)(=O)C1=C(C=C(C=C1C)C)C (t-butoxycarbonyl-O-mesitylenesulfonylhydroxylamine), C#C (acetylene), CN(C)C=O (DMF), C1CC(=O)N(C1=O)Br (NBS), C(=O)(C(F)(F)F)O (TFA), ice, product. The solvent is C(Cl)(Cl)Cl (chloroform), O (water). Reaction conditions: time 30 minute. Yields the product BrC=1C(=NN2C1C=CC(=C2)Cl)C2=CC=CC=C2 (3-Bromo-6-chloro-2-phenylpyrazolo[1,5-a]pyridine). RXN SMILES: C(OC(NOS(C1[C:18]([CH3:19])=[CH:17][C:16](C)=CC=1C)(=O)=O)=O)(C)(C)C.[C:22](O)([C:24](F)(F)F)=O.[Cl:29][C:30]1[CH:31]=[CH:32]C(C#CC2C=CC=CC=2)=[N:34][CH:35]=1.[CH:44]#[CH:45].C1C(=O)N([Br:53])C(=O)C1.C[N:55]([CH:57]=O)C>C(Cl)(Cl)Cl.O>[Br:53][C:44]1[C:57]([C:22]2[CH:24]=[CH:16][CH:17]=[CH:18][CH:19]=2)=[N:55][N:34]2[CH:35]=[C:30]([Cl:29])[CH:31]=[CH:32][C:45]=12. Procedure: Solid t-butoxycarbonyl-O-mesitylenesulfonylhydroxylamine (3.16 g 10 mmol) was added portionwise with stirring to TFA (25 ml) over 10 min then stirred for a further 30 minutes. The solution was poured onto ice (˜250 ml) and left until the ice melted. The resulting white solid was filtered off, washed with water, and dissolved in chloroform (100 ml). The solution was dried over 4 Å mol. sieves for 1.5 hours, filtered, treated with 5-chloro-2-phenylethynylpyridine (1.94 g, 9 mmol) in chloroform (10...